describe an organic reaction: reactants, conditions, products, and yield From a dataset of the Open Reaction Database (ORD), a public repository of structured organic reaction records. RXN SMILES: [CH3:14][N:15]1[CH2:16][CH2:17][O:18][CH2:19][CH2:20]1.[CH3:21][O:22][c:23]1[cH:24][c:25]([N:31]2[CH2:32][CH2:33][NH:34][CH2:35][CH2:36]2)[cH:26][c:27]([O:29][CH3:30])[cH:28]1.[O:37]=[CH:38][N:39]([CH3:40])[CH3:41].[OH:1][C:2](=[O:3])[c:4]1[cH:5][cH:6][n:7][c:8]2[cH:9][cH:10][cH:11][cH:12][c:13]12>>[C:2](=[O:3])([c:4]1[cH:5][cH:6][n:7][c:8]2[cH:9][cH:10][cH:11][cH:12][c:13]12)[N:34]1[CH2:33][CH2:32][N:31]([c:25]2[cH:24][c:23]([O:22][CH3:21])[cH:28][c:27]([O:29][CH3:30])[cH:26]2)[CH2:36][CH2:35]1. The reactants are CN1CCOCC1, COc1cc(OC)cc(N2CCNCC2)c1, CN(C)C=O, O=C(O)c1ccnc2ccccc12. The product is COc1cc(OC)cc(N2CCN(C(=O)c3ccnc4ccccc34)CC2)c1. The reactants are CCCCCC, BrP(Br)Br, OCc1cccc(-c2ccccc2)c1. The product is BrCc1cccc(-c2ccccc2)c1. RXN SMILES: [CH3:19][CH2:20][CH2:21][CH2:22][CH2:23][CH3:24].[P:15]([Br:16])([Br:17])[Br:18].[c:1]1(-[c:7]2[cH:8][c:9]([CH2:10][OH:11])[cH:12][cH:13][cH:14]2)[cH:2][cH:3][cH:4][cH:5][cH:6]1>>[c:1]1(-[c:7]2[cH:8][c:9]([CH2:10][Br:16])[cH:12][cH:13][cH:14]2)[cH:2][cH:3][cH:4][cH:5][cH:6]1. Reactants: C(C1=CC=CC=C1)OC[C@@H](CC=1NC=CN1)O ((2R)-1-(benzyloxy)-3-(1H-imidazol-2-yl)-2-propanol), [H][H] (hydrogen). Reagents/catalysts: [C].[Pd] (palladium carbon). The solvent is CO (methanol). Yields the product N1C(=NC=C1)C[C@H](CO)O ((2R)-3-(1H-imidazol-2-yl)-1,2-propanediol). Yield: 97.9%. Reaction SMILES: C([O:8][CH2:9][C@H:10]([OH:17])[CH2:11][C:12]1[NH:13][CH:14]=[CH:15][N:16]=1)C1C=CC=CC=1.[H][H]>CO.[C].[Pd]>[NH:13]1[CH:14]=[CH:15][N:16]=[C:12]1[CH2:11][C@@H:10]([OH:17])[CH2:9][OH:8] |f:3.4|. Procedure details: To a solution of (2R)-1-(benzyloxy)-3-(1H-imidazol-2-yl)-2-propanol (424 mg) in methanol (10 ml), 10% palladium carbon (50% hydrated, 85 mg) was added, followed by stirring at 50-60° C. in a hydrogen atmosphere for 2 days. The catalyst was filtered off; the filtrate was concentrated to yield the titled compound (254 mg) as a white solid. The reactants are CCOC(=O)c1csc(N2CC(C(C)(C)C)C2O[SiH](c2ccccc2)c2ccccc2)n1, C[Al](C)C, CC(=O)O, CCOC(C)=O, Cc1ccccc1, Nc1ccccc1, c1ccccc1. Product: CC(C)(C)C1CN(c2nc(C(=O)Nc3ccccc3)cs2)C1O[SiH](c1ccccc1)c1ccccc1. As a reaction SMILES: [C:1]([CH3:2])([CH3:3])([CH3:4])[CH:5]1[CH:6]([O:19][SiH:20]([c:21]2[cH:22][cH:23][cH:24][cH:25][cH:26]2)[c:27]2[cH:28][cH:29][cH:30][cH:31][cH:32]2)[N:7]([c:9]2[s:10][cH:11][c:12]([C:14](=[O:15])[O:16][CH2:17][CH3:18])[n:13]2)[CH2:8]1.[CH3:33][Al:34]([CH3:35])[CH3:36].[CH3:44][C:45](=[O:46])[OH:47].[CH3:48][CH2:49][O:50][C:51](=[O:52])[CH3:53].[CH3:54][c:55]1[cH:56][cH:57][cH:58][cH:59][cH:60]1.[NH2:37][c:38]1[cH:39][cH:40][cH:41][cH:42][cH:43]1.[cH:61]1[cH:62][cH:63][cH:64][cH:65][cH:66]1>>[C:1]([CH3:2])([CH3:3])([CH3:4])[CH:5]1[CH:6]([O:19][SiH:20]([c:21]2[cH:22][cH:23][cH:24][cH:25][cH:26]2)[c:27]2[cH:28][cH:29][cH:30][cH:31][cH:32]2)[N:7]([c:9]2[s:10][cH:11][c:12]([C:14](=[O:15])[NH:37][c:38]3[cH:39][cH:40][cH:41][cH:42][cH:43]3)[n:13]2)[CH2:8]1. The reactants are C1=NC=C(C2=CC=CC=C12)/C=C/CCN ((E)-4-(4-isoquinolinyl)-3-buten-1-amine). Reagents/catalysts: [Pd] (Pd/C). Run in C(C)O (ethanol). Conditions: time 8 hour. Yields the product C1=NC=C(C2=CC=CC=C12)CCCCN (4-isoquinolinebutanamine). Yield: 88.4%. Reaction SMILES: [CH:1]1[C:10]2[C:5](=[CH:6][CH:7]=[CH:8][CH:9]=2)[C:4](/[CH:11]=[CH:12]/[CH2:13][CH2:14][NH2:15])=[CH:3][N:2]=1>C(O)C.[Pd]>[CH:1]1[C:10]2[C:5](=[CH:6][CH:7]=[CH:8][CH:9]=2)[C:4]([CH2:11][CH2:12][CH2:13][CH2:14][NH2:15])=[CH:3][N:2]=1. Procedure: A solution of 1 g of (E)-4-(4-isoquinolinyl)-3-buten-1-amine in 20 mL of ethanol was hydrogenated over 0.12 g of 10% Pd/C at room temperature and atmospheric pressure. After 8 hours, the catalyst was removed by filtration and the filtrate was concentrated to yield 0.893 g of 4-isoquinolinebutanamine. Reactants: C1(CC1)N(C(=O)[C@H]1CN(CC[C@@H]1C1=CC=C(C=C1)OCCOC1=C(C=C(C=C1Cl)C)Cl)C(=O)OC(C)(C)C)CC1=CC(=CC(=C1)CCCOC)O (tert-butyl (3R,4S)-3-({cyclopropyl[3-hydroxy-5-(3-methoxy-propyl)benzyl]amino}carbonyl)-4-{4-[2-(2,6-dichloro-4-methylphenoxy)ethoxy]-phenyl}piperidine-1-carboxylate), C([O-])([O-])=O.[Cs+].[Cs+] (cesium carbonate), COCCBr (2-bromoethyl methyl ether). The solvent is CN(C)C=O (DMF), CCOC(=O)C (EtOAc). Run at temperature 80 celsius, time 3 hour. Product: C1(CC1)N(C(=O)[C@H]1CN(CC[C@@H]1C1=CC=C(C=C1)OCCOC1=C(C=C(C=C1Cl)C)Cl)C(=O)OC(C)(C)C)CC1=CC(=CC(=C1)CCCOC)OCCOC (tert-Butyl (3R,4S)-3-({cyclopropyl[3-(2-methoxyethoxy)-5-(3-methoxy-propyl)benzyl]amino}carbonyl)-4-{4-[2-(2,6-dichloro-4-methylphenoxy)ethoxy]-phenyl}piperidine-1-carboxylate). As a reaction SMILES: [CH:1]1([N:4]([CH2:39][C:40]2[CH:45]=[C:44]([CH2:46][CH2:47][CH2:48][O:49][CH3:50])[CH:43]=[C:42]([OH:51])[CH:41]=2)[C:5]([C@@H:7]2[C@@H:12]([C:13]3[CH:18]=[CH:17][C:16]([O:19][CH2:20][CH2:21][O:22][C:23]4[C:28]([Cl:29])=[CH:27][C:26]([CH3:30])=[CH:25][C:24]=4[Cl:31])=[CH:15][CH:14]=3)[CH2:11][CH2:10][N:9]([C:32]([O:34][C:35]([CH3:38])([CH3:37])[CH3:36])=[O:33])[CH2:8]2)=[O:6])[CH2:3][CH2:2]1.C(=O)([O-])[O-].[Cs+].[Cs+].[CH3:58][O:59][CH2:60][CH2:61]Br>CN(C=O)C.CCOC(C)=O>[CH:1]1([N:4]([CH2:39][C:40]2[CH:45]=[C:44]([CH2:46][CH2:47][CH2:48][O:49][CH3:50])[CH:43]=[C:42]([O:51][CH2:61][CH2:60][O:59][CH3:58])[CH:41]=2)[C:5]([C@@H:7]2[C@@H:12]([C:13]3[CH:14]=[CH:15][C:16]([O:19][CH2:20][CH2:21][O:22][C:23]4[C:28]([Cl:29])=[CH:27][C:26]([CH3:30])=[CH:25][C:24]=4[Cl:31])=[CH:17][CH:18]=3)[CH2:11][CH2:10][N:9]([C:32]([O:34][C:35]([CH3:38])([CH3:37])[CH3:36])=[O:33])[CH2:8]2)=[O:6])[CH2:3][CH2:2]1 |f:1.2.3|. Procedure details: To a solution of tert-butyl (3R,4S)-3-({cyclopropyl[3-hydroxy-5-(3-methoxy-propyl)benzyl]amino}carbonyl)-4-{4-[2-(2,6-dichloro-4-methylphenoxy)ethoxy]-phenyl}piperidine-1-carboxylate (1 eq.) from the previous step in DMF (0.2 M) was added cesium carbonate (1.3 eq.) and 2-bromoethyl methyl ether (1.6 eq.). The reaction was heated to 80° C. and stirred for 3 h. After cooling to rt, the reaction was diluted with EtOAc. The organic extract was washed with water, brine, dried over MgSO4, and concentr... Reactants: O=C1NC(=O)C2(CC(c3ccc(Cl)cc3)Oc3ccc(Br)cc32)N1, C1COCCO1, COc1ccc(P2(=S)SP(=S)(c3ccc(OC)cc3)S2)cc1. The product is O=C1NC(=S)NC12CC(c1ccc(Cl)cc1)Oc1ccc(Br)cc12. Reaction SMILES: [Br:1][c:2]1[cH:3][c:4]2[c:9]([cH:10][cH:11]1)[O:8][CH:7]([c:12]1[cH:13][cH:14][c:15]([Cl:18])[cH:16][cH:17]1)[CH2:6][C:5]21[NH:19][C:20](=[O:24])[NH:21][C:22]1=[O:23].[CH2:47]1[O:48][CH2:49][CH2:50][O:51][CH2:52]1.[CH3:25][O:26][c:27]1[cH:28][cH:29][c:30]([P:31]2(=[S:34])[S:32][P:33]([c:35]3[cH:36][cH:37][c:38]([O:39][CH3:40])[cH:41][cH:42]3)(=[S:43])[S:44]2)[cH:45][cH:46]1>>[Br:1][c:2]1[cH:3][c:4]2[c:9]([cH:10][cH:11]1)[O:8][CH:7]([c:12]1[cH:13][cH:14][c:15]([Cl:18])[cH:16][cH:17]1)[CH2:6][C:5]21[NH:19][C:20](=[S:34])[NH:21][C:22]1=[O:23]. The reactants are C(C)(=O)Cl (acetyl chloride), ClCl (chlorine), [Cl-].[Al+3].[Cl-].[Cl-] (aluminium chloride), Cl (hydrochloric acid), ice, C1(=CC=CC=C1)C (toluene). Run in C(=O)=O.CC(=O)C (dry ice acetone), ClCCCl (1,2-dichloroethane). Reaction conditions: time 1 hour. Yields the product CC1=C(C=C(C=C1Cl)C(=O)C)Cl (3,5-dichloro-4-methylacetophenone). Yield: 56.1%. Reaction SMILES: [C:1](Cl)(=[O:3])[CH3:2].[Cl-:5].[Al+3].[Cl-:7].[Cl-].[C:9]1([CH3:15])[CH:14]=[CH:13][CH:12]=[CH:11][CH:10]=1.ClCl.Cl>ClCCCl.C(=O)=O.CC(C)=O>[CH3:15][C:9]1[C:14]([Cl:5])=[CH:13][C:12]([C:1]([CH3:2])=[O:3])=[CH:11][C:10]=1[Cl:7] |f:1.2.3.4,9.10|. Procedure: 18.8 g (0.24 mole) of acetyl chloride were added dropwise, with ice-cooling and stirring, to a suspension of 34.7 g (0.26 mole) of anhydrous aluminium chloride powder in 150 ml of 1,2-dichloroethane. The mixture was stirred, with ice-cooling, for a further 30 minutes, after which 18.4 g (0.2 mole) of toluene were added dropwise, with stirring, over a period of about 20 minutes, whilst maintaining an internal temperature below 5° C. Stirring was continued for a further 1 hour, after which 23 ml o... Reactants: O=C1Cc2ccccc2C(=O)O1, Cc1ccccc1, CCOC(C)=O, Cc1ccc(C(=O)NC2CC2)cc1N. Product: Cc1ccc(C(=O)NC2CC2)cc1N1C(=O)Cc2ccccc2C1=O. Reaction SMILES: [C:1]1(=[O:12])[O:2][C:3](=[O:11])[CH2:4][c:5]2[cH:6][cH:7][cH:8][cH:9][c:10]21.[CH3:27][c:28]1[cH:29][cH:30][cH:31][cH:32][cH:33]1.[CH3:34][CH2:35][O:36][C:37](=[O:38])[CH3:39].[NH2:13][c:14]1[cH:15][c:16]([C:17](=[O:18])[NH:19][CH:20]2[CH2:21][CH2:22]2)[cH:23][cH:24][c:25]1[CH3:26]>>[C:1]1(=[O:12])[c:10]2[c:5]([cH:6][cH:7][cH:8][cH:9]2)[CH2:4][C:3](=[O:11])[N:13]1[c:14]1[cH:15][c:16]([C:17](=[O:18])[NH:19][CH:20]2[CH2:21][CH2:22]2)[cH:23][cH:24][c:25]1[CH3:26].